This data is from the Open Reaction Database (ORD), a public repository of structured organic reaction records. The task is: describe an organic reaction: reactants, conditions, products, and yield Starting materials: ClC1=CC(=C(C=C1)NS(=O)(=O)C1CCCC=C1C(=O)OCC)F (ethyl 6-[N-(4-chloro-2-fluorophenyl)sulfamoyl]-1-cyclohexene-1-carboxylate), ClC1=CC(=C(C=C1)NS(=O)(=O)C1CCCC=C1C(=O)OCC)F (ethyl 6-[N-(4-chloro-2-fluorophenyl)sulfamoyl]-1-cyclohexene-1-carboxylate). The solvent is CO (methanol), S(O)(O)(=O)=O (sulfuric acid). The product is ClC1=CC(=C(C=C1)NS(=O)(=O)C1CCCC=C1C(=O)OC)F (methyl 6-[N-(4-chloro-2-fluorophenyl)sulfamoyl]-1-cyclohexene-1-carboxylate). The yield is 24.1%. As a reaction SMILES: [Cl:1][C:2]1[CH:7]=[CH:6][C:5]([NH:8][S:9]([CH:12]2[C:17]([C:18]([O:20][CH2:21]C)=[O:19])=[CH:16][CH2:15][CH2:14][CH2:13]2)(=[O:11])=[O:10])=[C:4]([F:23])[CH:3]=1>CO.S(=O)(=O)(O)O>[Cl:1][C:2]1[CH:7]=[CH:6][C:5]([NH:8][S:9]([CH:12]2[C:17]([C:18]([O:20][CH3:21])=[O:19])=[CH:16][CH2:15][CH2:14][CH2:13]2)(=[O:11])=[O:10])=[C:4]([F:23])[CH:3]=1. Procedure: To a solution of ethyl 6-[N-(4-chloro-2-fluorophenyl)sulfamoyl]-1-cyclohexene-1-carboxylate obtained in Example 1 (Compound 1, 250 mg) in methanol (5 ml), concentrated sulfuric acid (0.2 ml) was added and the mixture was stirred under reflux for 8 days hours. The reaction mixture was concentrated under reduced pressure and diluted with ethyl acetate (30 ml) and washed with water (30 ml). The ethyl acetate layer was washed with water (30 ml×2) and dried over anhydrous magnesium sulfate and the so... Reactants: COC1=C(C=CC=C1)S (2-Methoxythiophenol), [OH-].[K+] (KOH), BrC1=C(C(=O)O)C=C(C=C1)[N+](=O)[O-] (2-Bromo-5-nitrobenzoic acid). Reagents/catalysts: [Cu] (copper bronze). Run in O (water). Product: COC1=C(C=CC=C1)SC1=C(C(=O)O)C=C(C=C1)[N+](=O)[O-] (2-(2-Methoxy-phenylsulfanyl)-5-nitro-benzoic acid). Isolated yield 104.8%. Reaction SMILES: [CH3:1][O:2][C:3]1[CH:8]=[CH:7][CH:6]=[CH:5][C:4]=1[SH:9].[OH-].[K+].Br[C:13]1[CH:21]=[CH:20][C:19]([N+:22]([O-:24])=[O:23])=[CH:18][C:14]=1[C:15]([OH:17])=[O:16]>O.[Cu]>[CH3:1][O:2][C:3]1[CH:8]=[CH:7][CH:6]=[CH:5][C:4]=1[S:9][C:13]1[CH:21]=[CH:20][C:19]([N+:22]([O-:24])=[O:23])=[CH:18][C:14]=1[C:15]([OH:17])=[O:16] |f:1.2|. Reported procedure: 2-Methoxythiophenol (9.9 ml, 81.29 mmol) was added to a solution of KOH (18.24 g, 325.18 mmol) in water (80 ml) degassed for 15 minutes. 2-Bromo-5-nitrobenzoic acid (20.0 g, 81.29 mmol) and copper bronze (258 mg, 4.06 mmol) were added to the reaction mixture, which was refluxed overnight. The reaction was stopped and the mixture was filtered through a celite pad and washed with 2M NaOH then water (50 ml). The filtrate was acidified (pH 1) with concentrated HCl. The precipitate formed was filtere...